From a dataset of the Open Reaction Database (ORD), a public repository of structured organic reaction records. describe an organic reaction: reactants, conditions, products, and yield Reactants: CC(C)C1=CC(=C(C(=C1)C(C)C)C2=C(C=CC=C2)P(C3CCCCC3)C4CCCCC4)C(C)C (X-Phos), ClC=1N=C(C2=C(N1)C=CO2)NC2CC2 (2-chloro-N-cyclopropylfuro[3,2-d]pyrimidin-4-amine), NC1=CC2=C(OC(C(N2)=O)(C)C)C=C1 (6-amino-2,2-dimethyl-2H-benzo[b][1,4]oxazin-3(4H)-one), C(=O)([O-])[O-].[K+].[K+] (K2CO3). The reagents and catalysts are C=1C=CC(=CC1)/C=C/C(=O)/C=C/C2=CC=CC=C2.C=1C=CC(=CC1)/C=C/C(=O)/C=C/C2=CC=CC=C2.C=1C=CC(=CC1)/C=C/C(=O)/C=C/C2=CC=CC=C2.[Pd].[Pd] (Pd2dba3). Run in C(Cl)Cl (DCM), CC(C)(C)O (t-BuOH). Reaction conditions: temperature 85 celsius, time 8 hour. The product is C1(CC1)NC=1C2=C(N=C(N1)NC1=CC3=C(OC(C(N3)=O)(C)C)C=C1)C=CO2 (6-(4-(cyclopropylamino)furo[3,2-d]pyrimidin-2-ylamino)-2,2-dimethyl-2H-benzo[b][1,4]oxazin-3(4H)-one). The yield is 36.7%. Reaction SMILES: Cl[C:2]1[N:3]=[C:4]([NH:11][CH:12]2[CH2:14][CH2:13]2)[C:5]2[O:10][CH:9]=[CH:8][C:6]=2[N:7]=1.[NH2:15][C:16]1[CH:28]=[CH:27][C:19]2[O:20][C:21]([CH3:26])([CH3:25])[C:22](=[O:24])[NH:23][C:18]=2[CH:17]=1.C([O-])([O-])=O.[K+].[K+].CC(C1C=C(C(C)C)C(C2C=CC=CC=2P(C2CCCCC2)C2CCCCC2)=C(C(C)C)C=1)C>C(Cl)Cl.C1C=CC(/C=C/C(/C=C/C2C=CC=CC=2)=O)=CC=1.C1C=CC(/C=C/C(/C=C/C2C=CC=CC=2)=O)=CC=1.C1C=CC(/C=C/C(/C=C/C2C=CC=CC=2)=O)=CC=1.[Pd].[Pd].CC(O)(C)C>[CH:12]1([NH:11][C:4]2[C:5]3[O:10][CH:9]=[CH:8][C:6]=3[N:7]=[C:2]([NH:15][C:16]3[CH:28]=[CH:27][C:19]4[O:20][C:21]([CH3:25])([CH3:26])[C:22](=[O:24])[NH:23][C:18]=4[CH:17]=3)[N:3]=2)[CH2:14][CH2:13]1 |f:2.3.4,7.8.9.10.11|. Reported procedure: To a flask was added 2-chloro-N-cyclopropylfuro[3,2-d]pyrimidin-4-amine (7.82 g, 37.3 mmol), 6-amino-2,2-dimethyl-2H-benzo[b][1,4]oxazin-3(4H)-one (8.60 g, 44.7 mmol, Example #3, Step C), K2CO3 (6.18 g, 44.7 mmol) and t-BuOH (249 mL). To the mixture was added Pd2dba3 (2.05 g, 2.24 mmol) and X-Phos (2.13 g, 4.47 mmol). The flask was de-gassed and vented with N2 three times. The mixture was heated to about 85° C. and stirred overnight. The mixture was diluted with EtOAc (700 mL) and washed with wa... The reactants are CC(=O)OCC(C)(C)CBr, COC(=O)c1cc(O)cc(C(C)(C)C)c1. Product: COC(=O)c1cc(OCC(C)(C)COC(C)=O)cc(C(C)(C)C)c1. As a reaction SMILES: [C:16]([CH3:17])(=[O:18])[O:19][CH2:20][C:21]([CH2:22][Br:23])([CH3:24])[CH3:25].[C:1]([CH3:2])([CH3:3])([CH3:4])[c:5]1[cH:6][c:7]([C:8](=[O:9])[O:10][CH3:11])[cH:12][c:13]([OH:15])[cH:14]1>>[C:1]([CH3:2])([CH3:3])([CH3:4])[c:5]1[cH:6][c:7]([C:8](=[O:9])[O:10][CH3:11])[cH:12][c:13]([O:15][CH2:22][C:21]([CH2:20][O:19][C:16]([CH3:17])=[O:18])([CH3:24])[CH3:25])[cH:14]1. Reactants: ClC1=CC=C(C=C1)C(C(Cl)(Cl)Cl)O (1-(4-chlorophenyl)-2,2,2-trichloroethanol), aqueous solution, [Na].CS (methyl mercaptan sodium salt), [OH-].[K+] (potassium hydroxide), O (Water). Run in C(C)O (ethanol), C(C)OCC (diethyl ether), C(C)O (ethanol). Conditions: time 1 day. Yields the product CSC(C(=O)O)C1=CC=C(C=C1)Cl (α-methylthio-p-chlorophenylacetic acid). Yield: 62.0%. Reaction SMILES: [Na].[CH3:2][SH:3].[OH-:4].[K+].[Cl:6][C:7]1[CH:12]=[CH:11][C:10]([CH:13](O)[C:14](Cl)(Cl)Cl)=[CH:9][CH:8]=1.[OH2:19]>C(O)C.C(OCC)C>[CH3:2][S:3][CH:13]([C:10]1[CH:11]=[CH:12][C:7]([Cl:6])=[CH:8][CH:9]=1)[C:14]([OH:19])=[O:4] |f:0.1,2.3,^1:0|. Procedure: A 20% aqueous solution of methyl mercaptan sodium salt (12.0 g, 34 mmoles) and potassium hydroxide (4.2 g, 66 mmoles) were dissolved in ethanol (25 ml). To the resulting mixture was added dropwise 1-(4-chlorophenyl)-2,2,2-trichloroethanol (4.0 g, 15.5 mmoles) dissolved in ethanol (10 ml) under water-cooling, and the mixture was stirred at room temperature for one day. Water and diethyl ether were added to remove any ether-soluble materials. The aqueous layer was rendered acidic with dilute hydro... Starting materials: O=C([O-])[O-], C1COCCO1, COC(=O)c1nc(Br)c2cc(Sc3ccccc3)ccc2c1O, CB1OB(C)OB(C)O1, [K+], [K+], c1ccc(P(c2ccccc2)(c2ccccc2)[Pd](P(c2ccccc2)(c2ccccc2)c2ccccc2)(P(c2ccccc2)(c2ccccc2)c2ccccc2)P(c2ccccc2)(c2ccccc2)c2ccccc2)cc1. The product is COC(=O)c1nc(C)c2cc(Sc3ccccc3)ccc2c1O. Reaction SMILES: [C:33](=[O:34])([O-:35])[O-:36].[CH2:39]1[O:40][CH2:41][CH2:42][O:43][CH2:44]1.[CH3:1][O:2][C:3](=[O:4])[c:5]1[n:6][c:7]([Br:23])[c:8]2[cH:9][c:10]([S:16][c:17]3[cH:18][cH:19][cH:20][cH:21][cH:22]3)[cH:11][cH:12][c:13]2[c:14]1[OH:15].[CH3:24][B:25]1[O:26][B:27]([CH3:28])[O:29][B:30]([CH3:31])[O:32]1.[K+:37].[K+:38].[cH:45]1[cH:46][cH:47][c:48]([P:49]([Pd:50]([P:51]([c:52]2[cH:53][cH:54][cH:55][cH:56][cH:57]2)([c:58]2[cH:59][cH:60][cH:61][cH:62][cH:63]2)[c:64]2[cH:65][cH:66][cH:67][cH:68][cH:69]2)([P:70]([c:71]2[cH:72][cH:73][cH:74][cH:75][cH:76]2)([c:77]2[cH:78][cH:79][cH:80][cH:81][cH:82]2)[c:83]2[cH:84][cH:85][cH:86][cH:87][cH:88]2)[P:89]([c:90]2[cH:91][cH:92][cH:93][cH:94][cH:95]2)([c:96]2[cH:97][cH:98][cH:99][cH:100][cH:101]2)[c:102]2[cH:103][cH:104][cH:105][cH:106][cH:107]2)([c:108]2[cH:109][cH:110][cH:111][cH:112][cH:113]2)[c:114]2[cH:115][cH:116][cH:117][cH:118][cH:119]2)[cH:120][cH:121]1>>[CH3:1][O:2][C:3](=[O:4])[c:5]1[n:6][c:7]([CH3:24])[c:8]2[cH:9][c:10]([S:16][c:17]3[cH:18][cH:19][cH:20][cH:21][cH:22]3)[cH:11][cH:12][c:13]2[c:14]1[OH:15]. The reactants are CN1C(NC=CC1=O)=O (3-methylpyrimidine-2,4(1H, 3H)-dione), NC1=C(C=C(C=C1)C)S (2-amino-5-methylbenzenthiol). Reported procedure: Employing the procedure of Example 1, parts A and B with 3-methylpyrimidine-2,4(1H, 3H)-dione and 2-amino-5-methylbenzenthiol yielded the title compound. Product: CN1C(NC=2SC3=C(NC2C1=O)C=CC(=C3)C)=O (1,5-Dihydro-3,8-dimethyl-2H-pyrimido[4,5-b][1,4]benzothiazine-2,4(3H)-dione). As a reaction SMILES: [CH3:1][N:2]1[C:7](=[O:8])[CH:6]=[CH:5][NH:4][C:3]1=[O:9].[NH2:10][C:11]1[CH:16]=[CH:15][C:14]([CH3:17])=[CH:13][C:12]=1[SH:18]>>[CH3:1][N:2]1[C:7](=[O:8])[C:6]2[NH:10][C:11]3[CH:16]=[CH:15][C:14]([CH3:17])=[CH:13][C:12]=3[S:18][C:5]=2[NH:4][C:3]1=[O:9]. The reactants are O=C([O-])[O-], CC(=O)CC(C)C, CS(=O)(=O)OCC1CCCO1, [K+], [K+], ON=C1CCNCC1. Product: ON=C1CCN(CC2CCCO2)CC1. Reaction SMILES: [C:20](=[O:21])([O-:22])[O-:23].[CH2:26]([C:27]([CH3:28])=[O:29])[CH:30]([CH3:31])[CH3:32].[CH3:9][S:10]([O:11][CH2:14][CH:15]1[O:16][CH2:17][CH2:18][CH2:19]1)(=[O:12])=[O:13].[K+:24].[K+:25].[NH:1]1[CH2:2][CH2:3][C:4](=[N:7][OH:8])[CH2:5][CH2:6]1>>[N:1]1([CH2:14][CH:15]2[O:16][CH2:17][CH2:18][CH2:19]2)[CH2:2][CH2:3][C:4](=[N:7][OH:8])[CH2:5][CH2:6]1. The reactants are CCOC(=O)c1cc2c(Cl)cc(Cl)cc2[nH]1, CN(C)C=O, CC(=O)[O-], CC(Cl)Cl, [Na+], O=P(Cl)(Cl)Cl. The product is CCOC(=O)c1[nH]c2cc(Cl)cc(Cl)c2c1C=O. Reaction SMILES: [C:1](=[O:2])([O:3][CH2:4][CH3:5])[c:6]1[nH:7][c:8]2[cH:9][c:10]([Cl:16])[cH:11][c:12]([Cl:15])[c:13]2[cH:14]1.[CH3:17][N:18]([CH:19]=[O:20])[CH3:21].[CH3:28][C:29](=[O:30])[O-:31].[Cl:32][CH:33]([Cl:34])[CH3:35].[Na+:27].[P:22]([Cl:23])([Cl:24])([Cl:25])=[O:26]>>[C:1](=[O:2])([O:3][CH2:4][CH3:5])[c:6]1[nH:7][c:8]2[cH:9][c:10]([Cl:16])[cH:11][c:12]([Cl:15])[c:13]2[c:14]1[CH:19]=[O:20].